This data is from the Open Reaction Database (ORD), a public repository of structured organic reaction records. The task is: describe an organic reaction: reactants, conditions, products, and yield The yield is 62.0%. Reaction SMILES: [NH2:1][CH:2]1[CH2:7][CH2:6][N:5]([C:8]([O:10][CH2:11][C:12]2[CH:17]=[CH:16][CH:15]=[CH:14][CH:13]=2)=[O:9])[CH2:4][CH2:3]1.[N:18]1[C:23]2[O:24][CH2:25][CH2:26][O:27][C:22]=2[CH:21]=[C:20]([CH:28]=O)[N:19]=1.C(O[BH-](OC(=O)C)OC(=O)C)(=O)C.[Na+].C(=O)(O)[O-].[Na+]>C(Cl)Cl.CO>[N:18]1[C:23]2[O:24][CH2:25][CH2:26][O:27][C:22]=2[CH:21]=[C:20]([CH2:28][NH:1][CH:2]2[CH2:3][CH2:4][N:5]([C:8]([O:10][CH2:11][C:12]3[CH:17]=[CH:16][CH:15]=[CH:14][CH:13]=3)=[O:9])[CH2:6][CH2:7]2)[N:19]=1 |f:2.3,4.5|. Yields the product N1=NC(=CC2=C1OCCO2)CNC2CCN(CC2)C(=O)OCC2=CC=CC=C2 (Phenylmethyl 4-[(6,7-dihydro[1,4]dioxino[2,3-c]pyridazin-3-ylmethyl)amino]-1-piperidinecarboxylate). Run at time 2 hour. Run in C(Cl)Cl (DCM), CO (MeOH). Procedure: A mixture of phenylmethyl 4-amino-1-piperidinecarboxylate (for a synthesis see WO 2004/058144 Example 99(e)) (14.4 g crude, equivalent to 11 g, 47 mmol) and 6,7-dihydro[1,4]dioxino[2,3-c]pyridazine-3-carbaldehyde (for a preparation see Example 6(e)) (6.46 g, 39 mmol) in DCM (200 ml) and MeOH (10 ml) was stirred for 4 h at rt, then cooled in ice as sodium triacetoxyborohydride (12.4 g) was added over 15 min. After stirring for another 2 h, the mixture was treated with aqueous sodium bicarbonate t... Starting materials: NC1CCN(CC1)C(=O)OCC1=CC=CC=C1 (phenylmethyl 4-amino-1-piperidinecarboxylate), C([O-])(O)=O.[Na+] (sodium bicarbonate), N1=NC(=CC2=C1OCCO2)C=O (6,7-dihydro[1,4]dioxino[2,3-c]pyridazine-3-carbaldehyde), C(C)(=O)O[BH-](OC(C)=O)OC(C)=O.[Na+] (sodium triacetoxyborohydride). Reactants: C(C=C)N1C(N(C2=NC(=CC=C21)Cl)C2=CC1=C(C=C2)OCO1)=O (1-Allyl-5-chloro-1,3-dihydro-3-(3,4-methylenedioxyphenyl)imidazo [4,5-b]pyridin-2-one), N (ammonia). Yields the product C(C=C)N1C(N(C2=NC(=CC=C21)N)C2=CC1=C(C=C2)OCO1)=O (1-Allyl-5-amino-1,3-dihydro-3-(3,4-methylenedioxyphenyl)imidazo-[4,5-b]pyridin-2-one). RXN SMILES: [CH2:1]([N:4]1[C:12]2[C:7](=[N:8][C:9](Cl)=[CH:10][CH:11]=2)[N:6]([C:14]2[CH:19]=[CH:18][C:17]3[O:20][CH2:21][O:22][C:16]=3[CH:15]=2)[C:5]1=[O:23])[CH:2]=[CH2:3].[NH3:24]>>[CH2:1]([N:4]1[C:12]2[C:7](=[N:8][C:9]([NH2:24])=[CH:10][CH:11]=2)[N:6]([C:14]2[CH:19]=[CH:18][C:17]3[O:20][CH2:21][O:22][C:16]=3[CH:15]=2)[C:5]1=[O:23])[CH:2]=[CH2:3]. Reported procedure: Heat a mixture of 2.5 g. of the imidazopyridin product of Step D and 25 ml. of liquid ammonia in a bomb at 150° C. for 3 hours. Remove the excess ammonia and crystallize the residue from dimethyl formide-water. The reactants are CC=1N2C(SC1)=NC=C2C(C)=O (1-(3-methylimidazo[2,1-b]thiazol-5-yl)ethanone), BrC1=CC=C(C=O)C=C1 (4-bromobenzaldehyde), C[O-].[Na+] (sodium methoxide). Run in C1CCOC1 (THF), C1CCOC1 (THF). Product: BrC1=CC=C(C=C1)/C=C/C(=O)C1=CN=C2SC=CN21 (2-(4-Bromophenyl)-E-ethenylimidazo[2,1-b]thiazol-5-yl methanone). Yield: 81.0%. Reaction SMILES: C[C:2]1[N:3]2[C:9]([C:10](=[O:12])[CH3:11])=[CH:8][N:7]=[C:4]2[S:5][CH:6]=1.[Br:13][C:14]1[CH:21]=[CH:20][C:17]([CH:18]=O)=[CH:16][CH:15]=1.C[O-].[Na+]>C1COCC1>[Br:13][C:14]1[CH:21]=[CH:20][C:17](/[CH:18]=[CH:11]/[C:10]([C:9]2[N:3]3[C:4]([S:5][CH:6]=[CH:2]3)=[N:7][CH:8]=2)=[O:12])=[CH:16][CH:15]=1 |f:2.3|. Procedure details: A solution of 1-(3-methylimidazo[2,1-b]thiazol-5-yl)ethanone (Formula B-1) (1.8 g) in THF (25 mL) was treated with 4-bromobenzaldehyde (3.05 mL) and sodium methoxide (0.27 g) at 25°. Within 5 minutes a heavy precipitate formed and additional THF (65 mL) was added to maintain fluididy. After 20 minutes the reaction was concentrated in vacuo and the concentrate was diluted with water and precipitated 2-(4-Bromophenyl)-E-ethenylimidazo[2,1-b]thiazole-5-yl methanone (Formula B-9) (2.9 g) was filtere... Yields the product CCOC(=O)CCc1ccc(N(C)CCc2ccccc2)cc1. Starting materials: CC(=O)O[BH-](OC(C)=O)OC(C)=O, CCOC(=O)CCc1ccc(NCCc2ccccc2)cc1, C[N+](C)(C)C, ClCCCl, [NH4+], [OH-]. As a reaction SMILES: [C:23]([O:24][BH-:25]([O:26][C:27](=[O:28])[CH3:29])[O:30][C:31](=[O:32])[CH3:33])(=[O:34])[CH3:35].[CH2:1]([CH3:2])[O:3][C:4]([CH2:5][CH2:6][c:7]1[cH:8][cH:9][c:10]([NH:13][CH2:14][CH2:15][c:16]2[cH:17][cH:18][cH:19][cH:20][cH:21]2)[cH:11][cH:12]1)=[O:22].[CH3:36][N+:37]([CH3:38])([CH3:39])[CH3:40].[Cl:43][CH2:44][CH2:45][Cl:46].[NH4+:41].[OH-:42]>>[CH2:1]([CH3:2])[O:3][C:4]([CH2:5][CH2:6][c:7]1[cH:8][cH:9][c:10]([N:13]([CH2:14][CH2:15][c:16]2[cH:17][cH:18][cH:19][cH:20][cH:21]2)[CH3:23])[cH:11][cH:12]1)=[O:22]. RXN SMILES: [CH2:41]([N+:42]([CH2:43][CH2:44][CH2:45][CH3:46])([CH2:47][CH2:48][CH2:49][CH3:50])[CH2:51][CH2:52][CH2:53][CH3:54])[CH2:55][CH2:56][CH3:57].[CH2:58]1[O:59][CH2:60][CH2:61][CH2:62]1.[CH3:1][Si:2]([CH3:3])([CH3:4])[CH2:38][CH2:39][O:5][C:6]([c:7]1[c:8]([CH2:28][CH2:29][C:30](=[O:31])[O:32][C:33]([CH3:34])([CH3:35])[CH3:36])[cH:9][cH:10][c:11]([O:13][CH2:14][CH2:15][c:16]2[n:17][c:18](-[c:22]3[cH:23][cH:24][cH:25][cH:26][cH:27]3)[o:19][c:20]2[CH3:21])[cH:12]1)=[O:37].[F-:40]>>[O:5]=[C:6]([c:7]1[c:8]([CH2:28][CH2:29][C:30](=[O:31])[O:32][C:33]([CH3:34])([CH3:35])[CH3:36])[cH:9][cH:10][c:11]([O:13][CH2:14][CH2:15][c:16]2[n:17][c:18](-[c:22]3[cH:23][cH:24][cH:25][cH:26][cH:27]3)[o:19][c:20]2[CH3:21])[cH:12]1)[OH:37]. The reactants are CCCC[N+](CCCC)(CCCC)CCCC, C1CCOC1, Cc1oc(-c2ccccc2)nc1CCOc1ccc(CCC(=O)OC(C)(C)C)c(C(=O)OCC[Si](C)(C)C)c1, [F-]. Product: Cc1oc(-c2ccccc2)nc1CCOc1ccc(CCC(=O)OC(C)(C)C)c(C(=O)O)c1.